From a dataset of the Open Reaction Database (ORD), a public repository of structured organic reaction records. describe an organic reaction: reactants, conditions, products, and yield RXN SMILES: [CH3:1][C:2]([CH3:14])([CH3:13])[C:3]([NH:5][C:6]1[CH:11]=[CH:10][CH:9]=[C:8]([CH3:12])[N:7]=1)=[O:4].[Br:15]N1C(=O)CCC1=O.N(C(C)(C)C#N)=NC(C)(C)C#N>C(Cl)(Cl)(Cl)Cl>[Br:15][C:11]1[C:6]([NH:5][C:3](=[O:4])[C:2]([CH3:14])([CH3:13])[CH3:1])=[N:7][C:8]([CH3:12])=[CH:9][CH:10]=1.[Br:15][CH2:12][C:8]1[N:7]=[C:6]([NH:5][C:3](=[O:4])[C:2]([CH3:14])([CH3:13])[CH3:1])[CH:11]=[CH:10][CH:9]=1. Run in C(Cl)(Cl)(Cl)Cl (Carbontetrachloride). The product is BrC=1C(=NC(=CC1)C)NC(C(C)(C)C)=O (N-(3-bromo-6-methyl-2-pyridinyl)-2,2-dimethylpropanamide), BrCC1=CC=CC(=N1)NC(C(C)(C)C)=O (N-[6-(bromomethyl)-2-pyridinyl]-2,2-dimethylpropanamide). Run at time 2 hour. Procedure: Carbontetrachloride (CCl4, 300 mL) and the product of Example 1 (50.6 g, 0.26 mol) were added to a 1 L flask equipped with a N2 inlet The solution was stirred until all solid dissolved. N-bromo-succinimide (NBS, 46.8 g, 0.26 mol) was then added to the reaction flask, followed by 2,2'-azobisisobutyronitrile (AIBN, 0.02 g). The reaction was heated to reflux for 6 h with a 500 watt reflector spot lamp. An additional 0.5 eq (23.4 g) of NBS was added to the reaction, and refluxing was continued for 2... Yield: 33.0%. Starting materials: N(=NC(C#N)(C)C)C(C#N)(C)C (2,2'-azobisisobutyronitrile), BrN1C(CCC1=O)=O (NBS), BrN1C(CCC1=O)=O (N-bromo-succinimide), CC(C(=O)NC1=NC(=CC=C1)C)(C)C (2,2-dimethyl-N-(6-methyl-2-pyridinyl)propanamide). Reactants: ClC(=O)C=1C=CC2=C(C(C3=C(OC2)C=CC=C3)=O)C1 (9-chlorocarbonyl-6,11-dihydro-11-oxo-dibenz[b,e]oxepin), CN(CCO)C (N,N-dimethylethanolamine). The solvent is O1CCCC1 (tetrahydrofuran). Product: O=C1C2=C(OCC3=C1C=C(C=C3)C(=O)OCCN(C)C)C=CC=C2 (β-Dimethylaminoethyl 6,11-Dihydro-11-oxodibenz[b,e]oxepin-9-carboxylate). Reaction SMILES: Cl[C:2]([C:4]1[CH:5]=[CH:6][C:7]2[CH2:13][O:12][C:11]3[CH:14]=[CH:15][CH:16]=[CH:17][C:10]=3[C:9](=[O:18])[C:8]=2[CH:19]=1)=[O:3].[CH3:20][N:21]([CH3:25])[CH2:22][CH2:23][OH:24]>O1CCCC1>[O:18]=[C:9]1[C:8]2[CH:19]=[C:4]([C:2]([O:24][CH2:23][CH2:22][N:21]([CH3:25])[CH3:20])=[O:3])[CH:5]=[CH:6][C:7]=2[CH2:13][O:12][C:11]2[CH:14]=[CH:15][CH:16]=[CH:17][C:10]1=2. Reported procedure: Dissolve 1.0 gm of 9-chlorocarbonyl-6,11-dihydro-11-oxo-dibenz[b,e]oxepin as prepared in Example 10, Step A, in 10 cc of anhydrous tetrahydrofuran with stirring and add 2 ml of N,N-dimethylethanolamine. Stir at room temperature for 18 hours and strip the mixture to dryness. Partition the residue between ether and dilute hydrochloric acid and separate the aqueous layer. Basify the aqueous layer with aqueous ammonia and extract with ethyl acetate. Evaporate the organic phase and chromatograph the ... Starting materials: C1(CCCC1)C(=O)OC (methyl cyclopentanecarboxylate), [Li+].C[Si](C)(C)[N-][Si](C)(C)C (LHMDS), O (H2O), BrCCCCC(C)C (1-bromo-5-methylhexane). Solvent: C1CCOC1 (THF). Conditions: time 30 minute. Product: CC(CCCCC1(CCCC1)C(=O)OC)C (Methyl 1-(5-methylhexyl)cyclopentanecarboxylate). Yield: 21.1%. RXN SMILES: [CH:1]1([C:6]([O:8][CH3:9])=[O:7])[CH2:5][CH2:4][CH2:3][CH2:2]1.[Li+].C[Si]([N-][Si](C)(C)C)(C)C.Br[CH2:21][CH2:22][CH2:23][CH2:24][CH:25]([CH3:27])[CH3:26].O>C1COCC1>[CH3:26][CH:25]([CH3:27])[CH2:24][CH2:23][CH2:22][CH2:21][C:1]1([C:6]([O:8][CH3:9])=[O:7])[CH2:5][CH2:4][CH2:3][CH2:2]1 |f:1.2|. Procedure: To a solution of methyl cyclopentanecarboxylate (300 mg, 2.3 mmol) in THF (20 ml) at −78° C. was added LHMDS (4.6 mL, 4.6 mmol) and stirred for 30 min, and followed by 1-bromo-5-methylhexane (626 mg, 3.5 mmol). The mixture was stirred from −78° C. to rt over 16 hr, before 30 ml of H2O was added and then was extracted with CH2Cl2 (2×30 mL). The combined extracts were washed with water, dried over MgSO4, filtered and concentrated, then purified using flash chromatography to give an oil (110 mg, 21... Reactants: CN(C)C=O, N, COC(=O)c1ccc2[nH]cc(CCCCN3CC=C(c4ccccc4)CC3)c2c1. The product is NC(=O)c1ccc2[nH]cc(CCCCN3CC=C(c4ccccc4)CC3)c2c1. As a reaction SMILES: [CH3:31][N:32]([CH3:33])[CH:34]=[O:35].[NH3:1].[c:2]1([C:8]2=[CH:13][CH2:12][N:11]([CH2:14][CH2:15][CH2:16][CH2:17][c:18]3[cH:19][nH:20][c:21]4[cH:22][cH:23][c:24]([C:27]([O:29][CH3:28])=[O:30])[cH:25][c:26]34)[CH2:10][CH2:9]2)[cH:3][cH:4][cH:5][cH:6][cH:7]1>>[NH2:1][C:27]([c:24]1[cH:23][cH:22][c:21]2[nH:20][cH:19][c:18]([CH2:17][CH2:16][CH2:15][CH2:14][N:11]3[CH2:10][CH2:9][C:8]([c:2]4[cH:3][cH:4][cH:5][cH:6][cH:7]4)=[CH:13][CH2:12]3)[c:26]2[cH:25]1)=[O:29]. Starting materials: C(C)OC([C@H](CC1=CC=C(C=C1)OCCBr)OC)=O ((2S)-3-[4-(2-bromo-ethoxy)-phenyl]-2-methoxy-propionic acid ethyl ester), CC(C)(C1=CC=CC=C1)C1=CC=C(C=C1)O (4-(1-methyl-1-phenyl-ethyl)-phenol), CO[C@H](C(=O)O)CC1=CC=C(C=C1)OCCCOC1=CC=CC=C1 ((2S)-2-methoxy-3-[4-(3-phenoxy-propoxy)-phenyl]-propionic acid). Yields the product CO[C@H](C(=O)O)CC1=CC=C(C=C1)OCCOC1=CC=C(C=C1)C(C)(C1=CC=CC=C1)C ((2S)-2-methoxy-3-(4-{2-[4-(1-methyl-1-phenyl-ethyl)-phenoxy]-ethoxy}-phenyl)-propionic acid). Reaction SMILES: C([O:3][C:4](=[O:19])[C@@H:5]([O:17][CH3:18])[CH2:6][C:7]1[CH:12]=[CH:11][C:10]([O:13][CH2:14][CH2:15]Br)=[CH:9][CH:8]=1)C.[CH3:20][C:21]([C:29]1[CH:34]=[CH:33][C:32]([OH:35])=[CH:31][CH:30]=1)([C:23]1[CH:28]=[CH:27][CH:26]=[CH:25][CH:24]=1)[CH3:22].CO[C@@H](CC1C=CC(OCCCOC2C=CC=CC=2)=CC=1)C(O)=O>>[CH3:18][O:17][C@@H:5]([CH2:6][C:7]1[CH:8]=[CH:9][C:10]([O:13][CH2:14][CH2:15][O:35][C:32]2[CH:31]=[CH:30][C:29]([C:21]([CH3:22])([C:23]3[CH:24]=[CH:25][CH:26]=[CH:27][CH:28]=3)[CH3:20])=[CH:34][CH:33]=2)=[CH:11][CH:12]=1)[C:4]([OH:3])=[O:19]. Procedure: The title compound was prepared from (2S)-3-[4-(2-bromo-ethoxy)-phenyl]-2-methoxy-propionic acid ethyl ester (Example 283, Step 2) and 4-(1-methyl-1-phenyl-ethyl)-phenol via the same procedure used for the preparation of (2S)-2-methoxy-3-[4-(3-phenoxy-propoxy)-phenyl]-propionic acid (Example 285, Step 1), to produce a white solid. As a reaction SMILES: [C:1]1([C:7]2([C:14]3[CH:19]=[CH:18][CH:17]=[CH:16][CH:15]=3)[NH:11][C:10](=[O:12])[NH:9][C:8]2=[O:13])[CH:6]=[CH:5][CH:4]=[CH:3][CH:2]=1.[H-].[Na+].[C:22]1([C:32](Cl)=[O:33])[C:31]2[C:26](=[CH:27][CH:28]=[CH:29][CH:30]=2)[CH:25]=[CH:24][CH:23]=1.O>O1CCCC1.C(OCC)(=O)C>[C:22]1([C:32]([N:9]2[C:8](=[O:13])[C:7]([C:1]3[CH:6]=[CH:5][CH:4]=[CH:3][CH:2]=3)([C:14]3[CH:15]=[CH:16][CH:17]=[CH:18][CH:19]=3)[NH:11][C:10]2=[O:12])=[O:33])[C:31]2[C:26](=[CH:27][CH:28]=[CH:29][CH:30]=2)[CH:25]=[CH:24][CH:23]=1 |f:1.2|. The product is C1(=CC=CC2=CC=CC=C12)C(=O)N1C(NC(C1=O)(C1=CC=CC=C1)C1=CC=CC=C1)=O (3-Naphthylcarbonyl-5,5-diphenylimidazolidine-2,4-dione). Starting materials: [H-].[Na+] (sodium hydride), O (water), C1(=CC=CC=C1)C1(C(NC(N1)=O)=O)C1=CC=CC=C1 (5,5-diphenylimidazolidine-2,4-dione), C1(=CC=CC2=CC=CC=C12)C(=O)Cl (1-naphthoyl chloride). Conditions: time 30 minute. The solvent is O1CCCC1 (tetrahydrofuran), C(C)(=O)OCC (ethyl acetate). Procedure: 0.5 g of 5,5-diphenylimidazolidine-2,4-dione was dissolved in tetrahydrofuran (5 mL), and sodium hydride (60%, in oil) (87 mg) was added at 0° C. under ice-cooling. After stirred for 30 minutes, 1-naphthoyl chloride (396 mg) was added at 0° C., followed by stirring at room temperature for 2.5 hours. After water was added carefully, ethyl acetate (200 mL) was added, and the layers were separated. The resulting organic layer was washed with a saturated brine, and dried over anhydrous magnesium sul... Yield: 67.5%. Starting materials: ClC(Cl)(Cl)Cl, CC#N, O=C(O)c1ccccc1F, c1ccc(P(c2ccccc2)c2ccccc2)cc1. Yields the product O=C(Cl)c1ccccc1F. Reaction SMILES: [C:33]([Cl:34])([Cl:35])([Cl:36])[Cl:37].[CH3:30][C:31]#[N:32].[OH:1][C:2](=[O:3])[c:4]1[cH:5][cH:6][cH:7][cH:8][c:9]1[F:10].[c:11]1([P:12]([c:13]2[cH:14][cH:15][cH:16][cH:17][cH:18]2)[c:19]2[cH:20][cH:21][cH:22][cH:23][cH:24]2)[cH:25][cH:26][cH:27][cH:28][cH:29]1>>[O:1]=[C:2]([c:4]1[cH:5][cH:6][cH:7][cH:8][c:9]1[F:10])[Cl:34]. The reactants are COC(CCBr)OC, Cc1ccc(-c2c[nH]c(=O)[nH]c2=O)c(Cl)n1, Cl, [K+], [K+], O=C([O-])[O-], CN(C)C=O, O. The product is COC(CCn1cc(-c2ccc(C)nc2Cl)c(=O)[nH]c1=O)OC. RXN SMILES: [Br:24][CH2:25][CH2:26][CH:27]([O:28][CH3:29])[O:30][CH3:31].[Cl:2][c:3]1[n:4][c:5]([CH3:17])[cH:6][cH:7][c:8]1-[c:9]1[c:10](=[O:16])[nH:11][c:12](=[O:15])[nH:13][cH:14]1.[ClH:1].[K+:18].[K+:19].[O-:20][C:21]([O-:22])=[O:23].[O:33]=[CH:34][N:35]([CH3:36])[CH3:37].[OH2:32]>>[Cl:2][c:3]1[n:4][c:5]([CH3:17])[cH:6][cH:7][c:8]1-[c:9]1[c:10](=[O:16])[nH:11][c:12](=[O:15])[n:13]([CH2:25][CH2:26][CH:27]([O:28][CH3:29])[O:30][CH3:31])[cH:14]1. Reactants: I.ClC1=C2C(NC(=NC2=C(C=C1)Cl)SC)C (5,8-Dichloro-4-methyl-2-methylsulfanyl-3,4-dihydro-quinazoline hydroiodide), O(C1=CC=CC=C1)CCN (2-phenoxyethyl amine), [OH-].[Na+] (sodium hydroxide). Reagents/catalysts: OO (hydrogen peroxide). Solvent: C(C)#N (acetonitrile), O (water). Reaction conditions: temperature 170 celsius. The product is ClC1=C2C(NC(=NC2=C(C=C1)Cl)NCCOC1=CC=CC=C1)C ((5,8-Dichloro-4-methyl-3,4-dihydro-quinazolin-2-yl)-(2-phenoxy-ethyl)-amine). The yield is 93.3%. RXN SMILES: I.[Cl:2][C:3]1[CH:12]=[CH:11][C:10]([Cl:13])=[C:9]2[C:4]=1[CH:5]([CH3:16])[NH:6][C:7](SC)=[N:8]2.[O:17]([CH2:24][CH2:25][NH2:26])[C:18]1[CH:23]=[CH:22][CH:21]=[CH:20][CH:19]=1.[OH-].[Na+]>C(#N)C.OO.O>[Cl:2][C:3]1[CH:12]=[CH:11][C:10]([Cl:13])=[C:9]2[C:4]=1[CH:5]([CH3:16])[NH:6][C:7]([NH:26][CH2:25][CH2:24][O:17][C:18]1[CH:23]=[CH:22][CH:21]=[CH:20][CH:19]=1)=[N:8]2 |f:0.1,3.4|. Procedure details: 5,8-Dichloro-4-methyl-2-methylsulfanyl-3,4-dihydro-quinazoline hydroiodide (116 mg, 0.30 mmol) and 2-phenoxyethyl amine (126 mg, 0.9 mmol) were dissolved in acetonitrile (0.9 ml) and heated to 170° C. in a sealed tube in a microwave oven for 30 minutes. After cooling the reaction was treated with 1N aqueous sodium hydroxide solution (0.9 ml) and 5 to 7 drops of 30% aqueous hydrogen peroxide solution. The reaction was diluted with water and the product precipitated as a white solid, which was fil...